The task is: describe an organic reaction: reactants, conditions, products, and yield. This data is from the Open Reaction Database (ORD), a public repository of structured organic reaction records. Reactants: [Li]CCCC (n-BuLi), O1COC2=C1C=CC(=C2)CN(CC2=CC(=CC=C2)OCC)CC2=C(NC(N2CCCC)I)C2=CC=CC=C2 (benzo[1,3]dioxol-5-ylmethyl-(1-butyl-2-iodo-4-phenyl-3H-imidazol-5-ylmethyl)-(3ethoxy-benzyl)-amine), C(C1=CC=CC=C1)S(=O)(=O)C#N (benzylsulfonyl cyanide). The solvent is C1CCOC1 (THF). Conditions: temperature -78 celsius. The product is C(CCC)N1C(=NC(=C1CN(CC1=CC(=CC=C1)OCC)CC1=CC2=C(OCCO2)C=C1)C1=CC=CC=C1)C#N (1-butyl-5-{[(2,3-dihydro-1,4-benzodioxin-6-ylmethyl)(3-ethoxybenzyl)amino]methyl}-4-phenyl-1H-imidazole-2-carbonitrile), Compound 5. As a reaction SMILES: [Li][CH2:2]CCC.[O:6]1[C:10]2[CH:11]=[CH:12][C:13]([CH2:15][N:16]([CH2:27][C:28]3[N:32]([CH2:33][CH2:34][CH2:35][CH3:36])[CH:31](I)[NH:30][C:29]=3[C:38]3[CH:43]=[CH:42][CH:41]=[CH:40][CH:39]=3)[CH2:17][C:18]3[CH:23]=[CH:22][CH:21]=[C:20]([O:24][CH2:25][CH3:26])[CH:19]=3)=[CH:14][C:9]=2[O:8][CH2:7]1.C(S([C:54]#[N:55])(=O)=O)C1C=CC=CC=1>C1COCC1>[CH2:33]([N:32]1[C:28]([CH2:27][N:16]([CH2:15][C:13]2[CH:12]=[CH:11][C:10]3[O:6][CH2:2][CH2:7][O:8][C:9]=3[CH:14]=2)[CH2:17][C:18]2[CH:23]=[CH:22][CH:21]=[C:20]([O:24][CH2:25][CH3:26])[CH:19]=2)=[C:29]([C:38]2[CH:43]=[CH:42][CH:41]=[CH:40][CH:39]=2)[N:30]=[C:31]1[C:54]#[N:55])[CH2:34][CH2:35][CH3:36]. Reported procedure: n-BuLi (1.6 M in 0.2 mL hexane) is added dropwise to a solution of 200 mg of benzo[1,3]dioxol-5-ylmethyl-(1-butyl-2-iodo-4-phenyl-3H-imidazol-5-ylmethyl)-(3ethoxy-benzyl)-amine (prepared by the procedure set forth in the preceding example) at −78° C. under N2. The resulting mixture is stirred at −78° C. A solution of benzylsulfonyl cyanide (63 mg) in 5 mL THF is added and the resulting mixture is stirred at −78° C. for 2 hours, then warmed to room temperature and stirred overnight. The reaction ... Reactants: ClC=1N=C(Cl)C=CC1. The reagents and catalysts are O1B(OC(C)(C)C1(C)C)B2OC(C)(C)C(O2)(C)C, N=1C=CC=CC1N2B(NC=3C=CC=CC32)B4NC=5C=CC=CC5N4C6=NC=CC=C6, C[OH2+].C[OH2+].C1CC=CCCC=C1.C1CC=CCCC=C1.[Ir].[Ir]. Solvent: O(C)C1CCCC1. Conditions: temperature 100 celsius, time 16 hour. Product: ClC=1N=C(Cl)C=C(C1)B2OC(C)(C)C(O2)(C)C. The yield is 97.0%. Procedure: The general procedure A was followed using 2,6-dichloropyridine (74.0 mg, 0.5 mmol) and B2pin2 (126.9 mg, 0.5 mmol, 1.0 eq.) as starting material. The resulting mixture was allowed to stir 16 hours at 100 oC. 5w was obtained as white solid (132.9 mg, 97 %) after purification by silica gel flash chromatography (EtOAc/PE=1:5 v/v). m.p.: 118-119 oC The reactants are CC(C)C[Al+]CC(C)C, C1CCOC1, CCOC(=O)C(F)=C(C)c1cc2c(cc1OCC)C(C)(C)CC=C2C(C)(C)C, [H-]. Yields the product CCOc1cc2c(cc1C(C)=C(F)CO)C(C(C)(C)C)=CCC2(C)C. RXN SMILES: [CH2:30]([Al+:31][CH2:32][CH:33]([CH3:34])[CH3:35])[CH:36]([CH3:37])[CH3:38].[CH2:39]1[O:40][CH2:41][CH2:42][CH2:43]1.[F:1][C:2]([C:3](=[O:4])[O:5][CH2:6][CH3:7])=[C:8]([CH3:9])[c:10]1[c:11]([O:26][CH2:27][CH3:28])[cH:12][c:13]2[c:18]([cH:19]1)[C:17]([C:20]([CH3:21])([CH3:22])[CH3:23])=[CH:16][CH2:15][C:14]2([CH3:24])[CH3:25].[H-:29]>>[F:1][C:2]([CH2:3][OH:4])=[C:8]([CH3:9])[c:10]1[c:11]([O:26][CH2:27][CH3:28])[cH:12][c:13]2[c:18]([cH:19]1)[C:17]([C:20]([CH3:21])([CH3:22])[CH3:23])=[CH:16][CH2:15][C:14]2([CH3:24])[CH3:25]. Starting materials: N([C@H](CC1=CN(C2=CC=CC=C12)C=O)C(=O)O)C(=O)OC(C)(C)C (Boc-D-Trp(CHO)-OH), CN1CCOCC1 (NMM), ClC(=O)OCC(C)C (isobutyl chloroformate), Cl (HCl), N[C@@H](CC1=CC=CC=C1)C(=O)CCC1=CC=CC=C1 (H-Phe-(CH2)2Ph), CN1CCOCC1 (NMM). The solvent is C(Cl)Cl (methylene chloride), C(Cl)Cl (methylene chloride). The product is N([C@H](CC1=CN(C2=CC=CC=C12)C=O)C(=O)N[C@@H](CC1=CC=CC=C1)C(=O)CCC1=CC=CC=C1)C(=O)OC(C)(C)C (Boc-D-Trp(CHO)-Phe-(CH2)2Ph). Yield: 73.8%. As a reaction SMILES: [NH:1]([C:18]([O:20][C:21]([CH3:24])([CH3:23])[CH3:22])=[O:19])[C@@H:2]([C:15](O)=[O:16])[CH2:3][C:4]1[C:12]2[C:7](=[CH:8][CH:9]=[CH:10][CH:11]=2)[N:6]([CH:13]=[O:14])[CH:5]=1.CN1CCOCC1.ClC(OCC(C)C)=O.Cl.[NH2:41][C@H:42]([C:50]([CH2:52][CH2:53][C:54]1[CH:59]=[CH:58][CH:57]=[CH:56][CH:55]=1)=[O:51])[CH2:43][C:44]1[CH:49]=[CH:48][CH:47]=[CH:46][CH:45]=1>C(Cl)Cl>[NH:1]([C:18]([O:20][C:21]([CH3:24])([CH3:23])[CH3:22])=[O:19])[C@@H:2]([C:15]([NH:41][C@H:42]([C:50]([CH2:52][CH2:53][C:54]1[CH:59]=[CH:58][CH:57]=[CH:56][CH:55]=1)=[O:51])[CH2:43][C:44]1[CH:49]=[CH:48][CH:47]=[CH:46][CH:45]=1)=[O:16])[CH2:3][C:4]1[C:12]2[C:7](=[CH:8][CH:9]=[CH:10][CH:11]=2)[N:6]([CH:13]=[O:14])[CH:5]=1. Reported procedure: To a solution of Boc-D-Trp(CHO)-OH (0.92 g) in methylene chloride (15 ml) were added NMM (0.28 ml) and isobutyl chloroformate (0.36 ml) successively at -15° C., and the mixture was stirred for ten minutes. On the other hand, a solution of HCl.H-Phe-(CH2)2Ph (0.80 g) in methylene chloride (15 ml) was cooled at -30° C. and thereto was added NMM (0.28 ml). This solution was added to the above mentioned mixture at -50° C., and stirred for an hour at -50° C. and then stirred for 2 hours at room tempe...